This data is from the Open Reaction Database (ORD), a public repository of structured organic reaction records. The task is: describe an organic reaction: reactants, conditions, products, and yield Reactants: resultant mixture, O (H2O), OC1=CC=C(C=C1)C1=CC=CC=C1 (4-hydroxy-1,1'-biphenyl), [OH-].[K+] (potassium hydroxide), CI (methyl iodide). The solvent is CO (methanol). The product is COC1=CC=C(C=C1)C1=CC=CC=C1 (4-Methoxy-1,1'-biphenyl). As a reaction SMILES: [OH:1][C:2]1[CH:7]=[CH:6][C:5]([C:8]2[CH:13]=[CH:12][CH:11]=[CH:10][CH:9]=2)=[CH:4][CH:3]=1.[OH-].[K+].[CH3:16]I.O>CO>[CH3:16][O:1][C:2]1[CH:3]=[CH:4][C:5]([C:8]2[CH:13]=[CH:12][CH:11]=[CH:10][CH:9]=2)=[CH:6][CH:7]=1 |f:1.2|. Procedure details: To a solution of 4-hydroxy-1,1'-biphenyl (34 g, 0.2 mol) and potassium hydroxide (20 g, 0.36 mol) in methanol (400 ml) and H20 (200 ml), methyl iodide (28.4 g, 0.2 mol) was added, and the resultant mixture was stirred for 4 hours under reflux. After cooling, the mixture was poured into H2O (1 l), the resultant precipitate was filtered, washed with H20 and recrystallized from ethanol to give the title compound as white crystals; yield;: 26.5 g; mp. 87.3°-87.7° C. ##STR41## The reactants are C(C)C1=C(N=C(N1)C1=CC=C(C=C1)F)C=1C=NC=CC1 (5-ethyl-2-(4-fluorophenyl)-4-(3-pyridyl)-imidazole), [H-].[Na+] (sodium hydride), [Cl-].[NH4+] (ammonium chloride), CI (methyl iodide). Run in CN(C=O)C (N,N-dimethylformamide). Run at time 15 minute. The product is Cl.Cl.C(C)C1=C(N=C(N1C)C1=CC=C(C=C1)F)C=1C=NC=CC1 (5-ethyl-2-(4-fluoro-phenyl)-1-methyl-4-(3-pyridyl)imidazole dihydrochloride). As a reaction SMILES: [CH2:1]([C:3]1[NH:7][C:6]([C:8]2[CH:13]=[CH:12][C:11]([F:14])=[CH:10][CH:9]=2)=[N:5][C:4]=1[C:15]1[CH:16]=[N:17][CH:18]=[CH:19][CH:20]=1)[CH3:2].[H-].[Na+].[CH3:23]I.[Cl-:25].[NH4+]>CN(C)C=O>[ClH:25].[ClH:25].[CH2:1]([C:3]1[N:7]([CH3:23])[C:6]([C:8]2[CH:9]=[CH:10][C:11]([F:14])=[CH:12][CH:13]=2)=[N:5][C:4]=1[C:15]1[CH:16]=[N:17][CH:18]=[CH:19][CH:20]=1)[CH3:2] |f:1.2,4.5,7.8.9|. Procedure details: To a solution of 5-ethyl-2-(4-fluorophenyl)-4-(3-pyridyl)-imidazole (481 mg) in N,N-dimethylformamide (7 ml) was added sodium hydride (79 mg, 60% mineral oil) under ice-acetone cooling, and the mixture was stirred for 15 minutes. To the mixture was added methyl iodide (307 mg) and the mixture was stirred at room temperature for one hour. To the reaction mixture was added a saturated aqueous ammonium chloride solution, and the mixture was extracted with ethyl acetate. The organic layer was washed... The reactants are ethyl N-gly-amino-3-(3,5-dihalo-2-hydroxy) phenyl propionate, ClCl (chlorine), 3,5-halo substituted salicylaldehydes, BrC1=CC=C(C(C=O)=C1)O (5-bromosalicylaldehyde). Run in C(C)(=O)O (acetic acid). Yields the product ClC=1C(=C(C=O)C=C(C1)Br)O (3-chloro-5-bromo-2-hydroxybenzaldehyde). As a reaction SMILES: [Br:1][C:2]1[CH:9]=[C:6]([CH:7]=[O:8])[C:5]([OH:10])=[CH:4][CH:3]=1.[Cl:11]Cl>C(O)(=O)C>[Cl:11][C:4]1[C:5]([OH:10])=[C:6]([CH:9]=[C:2]([Br:1])[CH:3]=1)[CH:7]=[O:8]. Reported procedure: Scheme II illustrates methodology useful for preparing the ethyl N-gly-amino-3-(3,5-dihalo-2-hydroxy) phenyl propionate which can be coupled to the tetrahydropyrimidinobenzoic acid moiety. Briefly, 3,5-halo substituted salicylaldehydes may be prepared by direct halogenation as, for example, would be the case where 5-bromosalicylaldehyde is slurried in acetic acid and an equivalent or more of chlorine is added to yield 3-chloro-5-bromo-2-hydroxybenzaldehyde. Some product precipitates and can be r...